Dataset: the Open Reaction Database (ORD), a public repository of structured organic reaction records. Task: describe an organic reaction: reactants, conditions, products, and yield Solvent: C(C)O (ethanol). Procedure: A mixture of 10 g (0.059 mole) of 5-phenyl-2-furonitrile, 4.1 g (0.060 mole) of hydroxylamine hydrochloride, 4.0 g (0.060 mole) of potassium hydroxide, and 150 ml of absolute ethanol was refluxed for 21/2 hours, cooled to room temperature, and then added to 750 ml of ice/H2O. the resulting solid was washed in water and dried at 60° to yield 10 g (84%), m.p. 118°-120°. The product is C1(=CC=CC=C1)C1=CC=C(O1)C(N)=NO (5-Phenyl-2-furamidoxime). Reactants: ice H2O, C1(=CC=CC=C1)C1=CC=C(O1)C#N (5-phenyl-2-furonitrile), Cl.NO (hydroxylamine hydrochloride), [OH-].[K+] (potassium hydroxide). As a reaction SMILES: [C:1]1([C:7]2[O:11][C:10]([C:12]#[N:13])=[CH:9][CH:8]=2)[CH:6]=[CH:5][CH:4]=[CH:3][CH:2]=1.Cl.[NH2:15][OH:16].[OH-].[K+]>C(O)C>[C:1]1([C:7]2[O:11][C:10]([C:12](=[N:15][OH:16])[NH2:13])=[CH:9][CH:8]=2)[CH:2]=[CH:3][CH:4]=[CH:5][CH:6]=1 |f:1.2,3.4|. Reactants: ClC1=C2CCN(C2=CC=C1F)[C@H](C(=O)NC1=CC=CC=C1)CCO ((S)-2-(4-chloro-5-fluoroindolin-1-yl)-4-hydroxy-N-phenylbutanamide), N(=NC(=O)OC(C)(C)C)C(=O)OC(C)(C)C (di-tert-butyl azo-dicarboxylate), C(CCC)P(CCCC)CCCC (tributylphosphine), Mitsunobu reagent. Run in C1CCOC1 (THF), C1CCOC1 (THF). Reaction conditions: time 10 minute. The product is ClC1=C2CCN(C2=CC=C1F)[C@@H]1C(N(CC1)C1=CC=CC=C1)=O ((S)-3-(4-chloro-5-fluoroindolin-1-yl)-1-phenylpyrrolidin-2-one). Isolated yield 85.8%. Reaction SMILES: N(C(OC(C)(C)C)=O)=NC(OC(C)(C)C)=O.C(P(CCCC)CCCC)CCC.[Cl:30][C:31]1[C:39]([F:40])=[CH:38][CH:37]=[C:36]2[C:32]=1[CH2:33][CH2:34][N:35]2[C@@H:41]([CH2:51][CH2:52]O)[C:42]([NH:44][C:45]1[CH:50]=[CH:49][CH:48]=[CH:47][CH:46]=1)=[O:43]>C1COCC1>[Cl:30][C:31]1[C:39]([F:40])=[CH:38][CH:37]=[C:36]2[C:32]=1[CH2:33][CH2:34][N:35]2[C@H:41]1[CH2:51][CH2:52][N:44]([C:45]2[CH:50]=[CH:49][CH:48]=[CH:47][CH:46]=2)[C:42]1=[O:43]. Reported procedure: Prepared using general procedure 61: To a yellow solution of di-tert-butyl azo-dicarboxylate (2.72 g, 11.9 mmol) in THF (14 mL) at 0° C. under N2 was slowly added tributylphosphine (3.0 mL, 11.9 mmol), The resulting colorless solution of the Mitsunobu reagent was stirred at RT for 10 min, and then added to a solution of (S)-2-(4-chloro-5-fluoroindolin-1-yl)-4-hydroxy-N-phenylbutanamide (1.03 g, 7.4 mmol) in THF (14 mL) at 0° C. under N2. The reaction mixture was stirred for 10 min. at this tempe... The reactants are ClC=1C=[N+](C=C(C1C[C@H](O)C1=CC(=C(C=C1)OC(F)F)OCC1CC1)Cl)[O-] ((S)-3,5-dichloro-4-(2-(3-(cyclopropylmethoxy)-4-(difluoromethoxy)phenyl)-2-hydroxyethyl)pyridine 1-oxide), C(C)(C)(C)OC(CC(=O)O)=O (3-tert-butoxy-3-oxopropanoic acid), C(CCl)Cl (EDC). The reagents and catalysts are CN(C)C=1C=CN=CC1 (DMAP). The solvent is C(Cl)Cl (DCM). Reaction conditions: time 8 hour. Yields the product C(C)(C)(C)OC(CC(=O)O[C@@H](CC1=C(C=[N+](C=C1Cl)[O-])Cl)C1=CC(=C(C=C1)OC(F)F)OCC1CC1)=O ((S)-4-(2-(3-tert-butoxy-3-oxopropanoyloxy)-2-(3-(cyclopropylmethoxy)-4-(difluoromethoxy)phenyl)ethyl)-3,5-dichloropyridine 1-oxide). Yield: 84.5%. Reaction SMILES: [Cl:1][C:2]1[CH:3]=[N+:4]([O-:27])[CH:5]=[C:6]([Cl:26])[C:7]=1[CH2:8][C@@H:9]([C:11]1[CH:16]=[CH:15][C:14]([O:17][CH:18]([F:20])[F:19])=[C:13]([O:21][CH2:22][CH:23]2[CH2:25][CH2:24]2)[CH:12]=1)[OH:10].[C:28]([O:32][C:33](=[O:38])[CH2:34][C:35](O)=[O:36])([CH3:31])([CH3:30])[CH3:29].C(Cl)CCl>CN(C1C=CN=CC=1)C.C(Cl)Cl>[C:28]([O:32][C:33](=[O:38])[CH2:34][C:35]([O:10][C@H:9]([C:11]1[CH:16]=[CH:15][C:14]([O:17][CH:18]([F:20])[F:19])=[C:13]([O:21][CH2:22][CH:23]2[CH2:25][CH2:24]2)[CH:12]=1)[CH2:8][C:7]1[C:6]([Cl:26])=[CH:5][N+:4]([O-:27])=[CH:3][C:2]=1[Cl:1])=[O:36])([CH3:31])([CH3:30])[CH3:29]. Procedure details: A mixture of (S)-3,5-dichloro-4-(2-(3-(cyclopropylmethoxy)-4-(difluoromethoxy)phenyl)-2-hydroxyethyl)pyridine 1-oxide (1 g, 2.380 mmol), 3-tert-butoxy-3-oxopropanoic acid (0.457 g, 2.86 mmol), EDC (1.369 g, 7.14 mmol), and DMAP (0.291 g, 2.380 mmol) in DCM (50 ml) was stirred at RT overnight. The reaction mixture was washed with HCl 1N, NaHCO3 5% and brine. The organic layer was dried over Na2SO4 and evaporated to dryness. The crude was purified by flash chromatography on silica gel column (DCM:... The reactants are OBO, CCCCCc1cc(Br)c2ncccc2c1, Clc1ccccc1Cl. Product: CCCCCc1cc(-c2ccc(Cl)c(Cl)c2)c2ncccc2c1. Reaction SMILES: [BH:17]([OH:18])[OH:19].[CH2:1]([CH2:2][CH2:3][CH2:4][CH3:5])[c:6]1[cH:7][c:8]2[cH:9][cH:10][cH:11][n:12][c:13]2[c:14]([Br:16])[cH:15]1.[Cl:20][c:21]1[cH:22][cH:23][cH:24][cH:25][c:26]1[Cl:27]>>[CH2:1]([CH2:2][CH2:3][CH2:4][CH3:5])[c:6]1[cH:7][c:8]2[cH:9][cH:10][cH:11][n:12][c:13]2[c:14](-[c:24]2[cH:23][cH:22][c:21]([Cl:20])[c:26]([Cl:27])[cH:25]2)[cH:15]1. Reactants: ClC1=NC=C(C(=N1)NC1=CC(=CC(=C1)OC)OC)F (2-chloro-N4-(3,5-dimethoxyphenyl)-5-fluoro-4-pyrimidineamine), C(C)OC(=O)C=1NC2=C(C=CC=C2C1)N (2-ethoxycarbonyl-7-aminoindole). Product: COC=1C=C(C=C(C1)OC)NC1=NC(=NC=C1F)NC=1C=CC=C2C=C(NC12)C(=O)OCC (N4-(3,5-dimethoxyphenyl)-N2-(2-ethoxycarbonylindol-7-yl)-5-fluoro-2,4-pyrimidinediamine). RXN SMILES: Cl[C:2]1[N:7]=[C:6]([NH:8][C:9]2[CH:14]=[C:13]([O:15][CH3:16])[CH:12]=[C:11]([O:17][CH3:18])[CH:10]=2)[C:5]([F:19])=[CH:4][N:3]=1.[CH2:20]([O:22][C:23]([C:25]1[NH:26][C:27]2[C:32]([CH:33]=1)=[CH:31][CH:30]=[CH:29][C:28]=2[NH2:34])=[O:24])[CH3:21]>>[CH3:18][O:17][C:11]1[CH:10]=[C:9]([NH:8][C:6]2[C:5]([F:19])=[CH:4][N:3]=[C:2]([NH:34][C:28]3[CH:29]=[CH:30][CH:31]=[C:32]4[C:27]=3[NH:26][C:25]([C:23]([O:22][CH2:20][CH3:21])=[O:24])=[CH:33]4)[N:7]=2)[CH:14]=[C:13]([O:15][CH3:16])[CH:12]=1. Procedure details: In like manner to the preparation of N4-(3,4-ethylenedioxyphenyl)-5-fluoro-N2-(3-hydroxyphenyl)-2,4-pyrimidinediamine, the reaction of 2-chloro-N4-(3,5-dimethoxyphenyl)-5-fluoro-4-pyrimidineamine with 2-ethoxycarbonyl-7-aminoindole gave N4-(3,5-dimethoxyphenyl)-N2-(2-ethoxycarbonylindol-7-yl)-5-fluoro-2,4-pyrimidinediamine. LCMS: ret. time: 24.21 min.; purity: 91%; MS (m/e): 452 (MH+). Reactants: C(C)N1C(C2=CC(=CC=C2C(C1)(C)C)[N+](=O)[O-])=O (2-ethyl-4,4-dimethyl-7-nitro-3,4-dihydro-2H-isoquinolin-1-one), C(=O)[O-].[NH4+] (ammonium formate). The reagents and catalysts are [Pd] (Palladium/Carbon). The solvent is CN(C)C=O (DMF). The product is NC1=CC=C2C(CN(C(C2=C1)=O)CC)(C)C (7-Amino-2-ethyl-4,4-dimethyl-3,4-dihydro-2H-isoquinolin-1-one). Isolated yield 41.6%. RXN SMILES: [CH2:1]([N:3]1[CH2:12][C:11]([CH3:14])([CH3:13])[C:10]2[C:5](=[CH:6][C:7]([N+:15]([O-])=O)=[CH:8][CH:9]=2)[C:4]1=[O:18])[CH3:2].C([O-])=O.[NH4+]>CN(C=O)C.[Pd]>[NH2:15][C:7]1[CH:6]=[C:5]2[C:10]([C:11]([CH3:13])([CH3:14])[CH2:12][N:3]([CH2:1][CH3:2])[C:4]2=[O:18])=[CH:9][CH:8]=1 |f:1.2|. Reported procedure: Palladium/Carbon (10% wt) (12 mg, 0.04 mmol) was added to a stirred solution of 2-ethyl-4,4-dimethyl-7-nitro-3,4-dihydro-2H-isoquinolin-1-one (110 mg, 0.44 mmol) and ammonium formate (137 mg, 2.21 mmol) in anhydrous DMF (6 ml) at room temperature. The resulting suspension was heated at reflux for lhr, then cooled and filtered through a pad of celite. The solvent was evaporated in vacuo and the crude residue purified by flash column chromatography (60% ethyl acetate in dichloromethane) to afford ... Starting materials: [BH4-], CO, [Na+], O=C1NC(=O)C(Cc2ccc3oc(C(=O)c4ccccc4)nc3c2)S1, C1CCOC1, O. Product: O=C1NC(=O)C(Cc2ccc3oc(C(O)c4ccccc4)nc3c2)S1. As a reaction SMILES: [BH4-:26].[CH3:29][OH:30].[Na+:27].[O:1]=[C:2]1[S:3][CH:4]([CH2:8][c:9]2[cH:10][cH:11][c:12]3[c:13]([n:14][c:15]([C:17]([c:18]4[cH:19][cH:20][cH:21][cH:22][cH:23]4)=[O:24])[o:16]3)[cH:25]2)[C:5](=[O:7])[NH:6]1.[O:31]1[CH2:32][CH2:33][CH2:34][CH2:35]1.[OH2:28]>>[O:1]=[C:2]1[S:3][CH:4]([CH2:8][c:9]2[cH:10][cH:11][c:12]3[c:13]([n:14][c:15]([CH:17]([c:18]4[cH:19][cH:20][cH:21][cH:22][cH:23]4)[OH:24])[o:16]3)[cH:25]2)[C:5](=[O:7])[NH:6]1. Starting materials: CC(=O)OC1CCc2ccc([N+](=O)[O-])cc2C1NC(=O)c1ccc(Cl)c(Cl)c1, CN(C)C=O. The product is CC(=O)OC1CCc2ccc(N)cc2C1NC(=O)c1ccc(Cl)c(Cl)c1. RXN SMILES: [Cl:1][c:2]1[cH:3][c:4]([C:5](=[O:6])[NH:7][CH:8]2[CH:9]([O:21][C:22]([CH3:23])=[O:24])[CH2:10][CH2:11][c:12]3[cH:13][cH:14][c:15]([N+:18]([O-:19])=[O:20])[cH:16][c:17]32)[cH:25][cH:26][c:27]1[Cl:28].[O:29]=[CH:30][N:31]([CH3:32])[CH3:33]>>[Cl:1][c:2]1[cH:3][c:4]([C:5](=[O:6])[NH:7][CH:8]2[CH:9]([O:21][C:22]([CH3:23])=[O:24])[CH2:10][CH2:11][c:12]3[cH:13][cH:14][c:15]([NH2:18])[cH:16][c:17]32)[cH:25][cH:26][c:27]1[Cl:28].